From a dataset of the Open Reaction Database (ORD), a public repository of structured organic reaction records. describe an organic reaction: reactants, conditions, products, and yield The reactants are CCO, CC(C)(C)OC(=O)N1C=CCC1c1cc(C(=O)N2CCOCC2)cc2c(=O)cc(N3CCOCC3)oc12, CC(C)(C)OC(=O)N1CC=CC1c1cc(C(=O)N2CCOCC2)cc2c(=O)cc(N3CCOCC3)oc12, O=[Pt]=O. Yields the product CC(C)(C)OC(=O)N1CCCC1c1cc(C(=O)N2CCOCC2)cc2c(=O)cc(N3CCOCC3)oc12. RXN SMILES: [CH3:75][CH2:76][OH:77].[O:1]1[CH2:2][CH2:3][N:4]([C:7](=[O:8])[c:9]2[cH:10][c:11]3[c:12](=[O:37])[cH:13][c:14]([N:31]4[CH2:32][CH2:33][O:34][CH2:35][CH2:36]4)[o:15][c:16]3[c:17]([CH:19]3[N:20]([C:24](=[O:25])[O:26][C:27]([CH3:28])([CH3:29])[CH3:30])[CH:21]=[CH:22][CH2:23]3)[cH:18]2)[CH2:5][CH2:6]1.[O:38]1[CH2:39][CH2:40][N:41]([C:42]([c:43]2[cH:44][c:45]3[c:46]([c:47]([CH:48]4[CH:49]=[CH:50][CH2:51][N:52]4[C:53]([O:54][C:55]([CH3:56])([CH3:57])[CH3:58])=[O:59])[cH:60]2)[o:61][c:62]([N:63]2[CH2:64][CH2:65][O:66][CH2:67][CH2:68]2)[cH:69][c:70]3=[O:71])=[O:72])[CH2:73][CH2:74]1.[Pt:78](=[O:79])=[O:80]>>[O:1]1[CH2:2][CH2:3][N:4]([C:7](=[O:8])[c:9]2[cH:10][c:11]3[c:12](=[O:37])[cH:13][c:14]([N:31]4[CH2:32][CH2:33][O:34][CH2:35][CH2:36]4)[o:15][c:16]3[c:17]([CH:19]3[N:20]([C:24](=[O:25])[O:26][C:27]([CH3:28])([CH3:29])[CH3:30])[CH2:21][CH2:22][CH2:23]3)[cH:18]2)[CH2:5][CH2:6]1. RXN SMILES: [Br:20].[BrH:1].[CH3:21][CH2:22][O:23][C:24](=[O:25])[CH3:26].[Cl:2][c:3]1[cH:4][c:5]2[c:9]([cH:10][c:11]1[S:12]([NH:13][CH2:14][CH2:15][CH3:16])(=[O:17])=[O:18])[C:8](=[O:19])[CH2:7][CH2:6]2>>[Br:1][CH:7]1[CH2:6][c:5]2[cH:4][c:3]([Cl:2])[c:11]([S:12]([NH:13][CH2:14][CH2:15][CH3:16])(=[O:17])=[O:18])[cH:10][c:9]2[C:8]1=[O:19]. The reactants are Br, Br, CCOC(C)=O, CCCNS(=O)(=O)c1cc2c(cc1Cl)CCC2=O. Product: CCCNS(=O)(=O)c1cc2c(cc1Cl)CC(Br)C2=O.